describe an organic reaction: reactants, conditions, products, and yield From a dataset of the Open Reaction Database (ORD), a public repository of structured organic reaction records. Starting materials: CS(=O)(=O)c1cc(Br)ccc1I, CCOC(C)=O, [Cs+], [F-], OB(O)c1ccccc1. Yields the product CS(=O)(=O)c1cc(Br)ccc1-c1ccccc1. Reaction SMILES: [Br:1][c:2]1[cH:3][c:4]([S:9](=[O:10])(=[O:11])[CH3:12])[c:5]([I:8])[cH:6][cH:7]1.[CH3:24][CH2:25][O:26][C:27]([CH3:28])=[O:29].[Cs+:23].[F-:22].[OH:13][B:14]([OH:15])[c:16]1[cH:17][cH:18][cH:19][cH:20][cH:21]1>>[Br:1][c:2]1[cH:3][c:4]([S:9](=[O:10])(=[O:11])[CH3:12])[c:5](-[c:16]2[cH:17][cH:18][cH:19][cH:20][cH:21]2)[cH:6][cH:7]1. Reactants: [H-].[Na+] (Sodium hydride), C(C)O (ethanol), C(CC(=O)OCC)(=O)OCC (diethyl malonate), BrC1=CC=C(CBr)C=C1 (p-bromobenzylbromide). Run in C1CCOC1 (THF). Run at time 10 minute. Yields the product BrC1=CC=C(C=C1)CCC(=O)O (3-(4-Bromophenyl)propionic acid). The yield is 10.9%. Reaction SMILES: [H-].[Na+].C(O)C.[C:6]([O:14]CC)(=[O:13])[CH2:7][C:8](OCC)=O.[Br:17][C:18]1[CH:25]=[CH:24][C:21](CBr)=[CH:20][CH:19]=1>C1COCC1>[Br:17][C:18]1[CH:25]=[CH:24][C:21]([CH2:8][CH2:7][C:6]([OH:14])=[O:13])=[CH:20][CH:19]=1 |f:0.1|. Procedure: Sodium hydride (60% dispersion in oil; 4 g) was added portionwise to an ethanol (100 ml) solution of diethyl malonate (16 g) under ice-cooling. The reaction mixture was stirred at room temperature for 10 minutes, to which was added dropwise a THF (50 ml) solution of p-bromobenzylbromide (12 g) at room temperature. The reaction mixture was stirred at room temperature for 2 hours, and concentrated. Acetic acid (200 ml) and6N hydrochloric acid (100 ml) were added to the residue. The reaction mixtur... Starting materials: N(=O)[O-].[Na+] (sodium nitrite), ClC1=C(N)C=CC(=C1)OC(F)(F)F (2-chloro-4-trifluoromethoxyaniline), cuprous bromide, Br (hydrobromic acid). The solvent is S(O)(O)(=O)=O (sulphuric acid), C(C)(=O)O (acetic acid), O (water). Reaction conditions: time 0.5 hour. The product is ClC1=C(C=CC(=C1)OC(F)(F)F)Br (2-chloro-4-trifluoromethoxybromobenzene). RXN SMILES: N([O-])=O.[Na+].[Cl:5][C:6]1[CH:12]=[C:11]([O:13][C:14]([F:17])([F:16])[F:15])[CH:10]=[CH:9][C:7]=1N.[BrH:18]>S(=O)(=O)(O)O.C(O)(=O)C.O>[Cl:5][C:6]1[CH:12]=[C:11]([O:13][C:14]([F:17])([F:16])[F:15])[CH:10]=[CH:9][C:7]=1[Br:18] |f:0.1|. Reported procedure: A solution of sodium nitrite (16.31 g) in concentrated sulphuric acid was added dropwise to a solution of 2-chloro-4-trifluoromethoxyaniline (50 g) in acetic acid, while maintaining the temperature below 10° C. The mixture was stirred at 5°-10° C. for 0.5 hours then added slowly to a mixture of cuprous bromide (33.9 g) in aqueous hydrobromic acid (200 ml) and ice. The mixture was stirred at room temperature for 0.5 hours and left to stand overnight. The mixture was diluted with water and extract...